From a dataset of the Open Reaction Database (ORD), a public repository of structured organic reaction records. describe an organic reaction: reactants, conditions, products, and yield Reactants: NCC1=CC=C(OC2=CC=C(C=C2)C2=NN(C3=NC=NC(=C32)N)[C@@H]3CC[C@@H](CC3)N3CCN(CC3)C)C=C1 (Cis-3-{4-[4-(aminomethyl)phenoxy]phenyl}-1-[4-(4-methylpiperazino)cyclohexyl]-1H-pyrazolo[3,4-d]pyrimidin-4-amine), C1(=CC=CC=C1)S(=O)(=O)Cl (benzenesulfonyl chloride). Run in N1=CC=CC=C1 (pyridine). Yields the product C(C)(=O)O.NC1=C2C(=NC=N1)N(N=C2C2=CC=C(OC1=CC=C(CNS(=O)(=O)C3=CC=CC=C3)C=C1)C=C2)[C@@H]2CC[C@@H](CC2)N2CCN(CC2)C (cis-N1-[4-(4-{4-amino-1-[4-(4-methylpiperazino)cyclohexyl]-1H-pyrazolo[3,4-d]pyrimidin-3-yl}phenoxy)benzyl]-1-benzenesulfonamide acetate). Yield: 96.0%. As a reaction SMILES: [NH2:1][CH2:2][C:3]1[CH:38]=[CH:37][C:6]([O:7][C:8]2[CH:13]=[CH:12][C:11]([C:14]3[C:22]4[C:17](=[N:18][CH:19]=[N:20][C:21]=4[NH2:23])[N:16]([C@H:24]4[CH2:29][CH2:28][C@@H:27]([N:30]5[CH2:35][CH2:34][N:33]([CH3:36])[CH2:32][CH2:31]5)[CH2:26][CH2:25]4)[N:15]=3)=[CH:10][CH:9]=2)=[CH:5][CH:4]=1.[C:39]1([S:45](Cl)(=[O:47])=[O:46])[CH:44]=[CH:43][CH:42]=[CH:41][CH:40]=1>N1C=CC=CC=1>[C:6]([OH:46])(=[O:7])[CH3:37].[NH2:23][C:21]1[N:20]=[CH:19][N:18]=[C:17]2[N:16]([C@H:24]3[CH2:29][CH2:28][C@@H:27]([N:30]4[CH2:35][CH2:34][N:33]([CH3:36])[CH2:32][CH2:31]4)[CH2:26][CH2:25]3)[N:15]=[C:14]([C:11]3[CH:12]=[CH:13][C:8]([O:7][C:6]4[CH:5]=[CH:4][C:3]([CH2:2][NH:1][S:45]([C:39]5[CH:44]=[CH:43][CH:42]=[CH:41][CH:40]=5)(=[O:47])=[O:46])=[CH:38][CH:37]=4)=[CH:9][CH:10]=3)[C:22]=12 |f:3.4|. Procedure: Cis-3-{4-[4-(aminomethyl)phenoxy]phenyl}-1-[4-(4-methylpiperazino)cyclohexyl]-1H-pyrazolo[3,4-d]pyrimidin-4-amine (0.051 g, 0.0001 mol) was dissolved in anhydrous pyridine (1 mL), benzenesulfonyl chloride (0.018 g, 0.0001 mol) was added and the resulting solution was stirred at ambient temperature for twenty hours. The solvent was removed under reduced pressure and the resulting residue purified by preparative HPLC (Hypersil C18, 8 μm, 25 cm; 10-60% acetonitrile-0.1M ammonium acetate over 25 min... Starting materials: C(C1=CC=CC=C1)Cl (Benzyl chloride), ClC(=CN=NS(=O)(=O)C1=CC=C(C=C1)C)Cl (1,1-dichloro-2-(p-toluenesulfonylazo)ethene), [S-2].[Na+].[Na+] (sodium sulfide). The solvent is C(C)O (ethanol), O (water), C(C)O (ethanol). Run at time 1 hour. The product is C(C1=CC=CC=C1)SC1=CN=NS1 (5-benzylthio-1,2,3-thiadiazole), crystals. Yield: 45.0%. As a reaction SMILES: ClC(Cl)=C[N:4]=[N:5][S:6]([C:9]1[CH:14]=CC(C)=CC=1)(=O)=O.[S-2:17].[Na+].[Na+].[CH2:20](Cl)[C:21]1[CH:26]=[CH:25][CH:24]=[CH:23][CH:22]=1>C(O)C.O>[CH2:20]([S:17][C:9]1[S:6][N:5]=[N:4][CH:14]=1)[C:21]1[CH:26]=[CH:25][CH:24]=[CH:23][CH:22]=1 |f:1.2.3|. Procedure details: An ethanol (0.5 ml) solution of 1,1-dichloro-2-(p-toluenesulfonylazo)ethene (280 mg, 1.00 mmol) was slowly added to a water (1.0 ml)-ethanol (0.5 ml) solution of 600 mg (2.50 mmol) of sodium sulfide (Na2S.9H2O) under ice cooling. After 1 hr stirring at room temperature, the reaction mixture was cooled with ice. Benzyl chloride (0.5 ml) was added to the mixture and the whole was stirred for 1 hr. The reaction mixture was extracted with ether. The ethereal layer was washed with sat. aq. sodium hyd...